Dataset: the Open Reaction Database (ORD), a public repository of structured organic reaction records. Task: describe an organic reaction: reactants, conditions, products, and yield Reactants: ClC=1C(=NC(=CC1Cl)Cl)C(=O)OC (methyl 3,4,6-trichloropyridine-2-carboxylate), TEA, CNC1CCN(CC1)C(=O)OC(C)(C)C (tert-butyl 4-(methylamino)piperidine-1-carboxylate). The solvent is CN(C)C=O (DMF). Conditions: temperature 100 celsius. Product: C(C)(C)(C)OC(=O)N1CCC(CC1)N(C1=C(C(=NC(=C1)Cl)C(=O)OC)Cl)C (methyl 4-({1-[(tert-butoxy)carbonyl]piperidin-4-yl}(methyl)amino)-3,6-dichloropyridine-2-carboxylate). The yield is 17.6%. As a reaction SMILES: [Cl:1][C:2]1[C:3]([C:10]([O:12][CH3:13])=[O:11])=[N:4][C:5]([Cl:9])=[CH:6][C:7]=1Cl.[CH3:14][NH:15][CH:16]1[CH2:21][CH2:20][N:19]([C:22]([O:24][C:25]([CH3:28])([CH3:27])[CH3:26])=[O:23])[CH2:18][CH2:17]1>CN(C=O)C>[C:25]([O:24][C:22]([N:19]1[CH2:18][CH2:17][CH:16]([N:15]([CH3:14])[C:7]2[CH:6]=[C:5]([Cl:9])[N:4]=[C:3]([C:10]([O:12][CH3:13])=[O:11])[C:2]=2[Cl:1])[CH2:21][CH2:20]1)=[O:23])([CH3:28])([CH3:27])[CH3:26]. Procedure details: To a stirred solution of methyl 3,4,6-trichloropyridine-2-carboxylate (310 mg, 1.29 mmol) in DMF (5 ml) was added TEA (359 μl, 2.58 mmol) followed by tert-butyl 4-(methylamino)piperidine-1-carboxylate (276 mg, 1.29 mmol) and the reaction mixture was heated at 100° C. for 4 h. The reaction mixture was then cooled to room temperature and poured onto water (50 ml), followed by extraction of the product into TBME (3×50 ml), washing of the combined organics with brine (50 ml), drying with Na2SO4 and ... Reactants: Cl (hydrogen chloride), CNC(=S)NCCSCC1=C(N=CN1)C (N-methyl-N'-[2-((4-methyl-5-imidazolyl)methylthio)ethyl]thiourea), CO (methanol). The product is Cl.Cl.CNC(SC)=NCCSCC1=C(N=CN1)C (N,S-dimethyl-N'-[2-((4-methyl-5-imidazolyl)methylthio)ethyl]isothiourea dihydrochloride). Reaction SMILES: [ClH:1].[CH3:2][NH:3][C:4]([NH:6][CH2:7][CH2:8][S:9][CH2:10][C:11]1[NH:15][CH:14]=[N:13][C:12]=1[CH3:16])=[S:5].[CH3:17]O>>[ClH:1].[ClH:1].[CH3:2][NH:3][C:4](=[N:6][CH2:7][CH2:8][S:9][CH2:10][C:11]1[NH:15][CH:14]=[N:13][C:12]=1[CH3:16])[S:5][CH3:17] |f:3.4.5|. Procedure: Dry hydrogen chloride gas was passed into a solution of N-methyl-N'-[2-((4-methyl-5-imidazolyl)methylthio)ethyl]thiourea (73.2 g) in methanol (600 ml) and the mixture was refluxed for 5 hours. Concentration and re-evaporation with isopropyl alcohol afforded a crystalline solid which was recrystallised from isopropyl alcohol-ether to give N,S-dimethyl-N'-[2-((4-methyl-5-imidazolyl)methylthio)ethyl]isothiourea dihydrochloride (96.2 g) m.p. 191°-192°. (isopropyl alcohol-ether). The reactants are CC(C)OC(N[C@@H]1C[C@@H](N(C2=CC=C(C=C12)B1OC(C(O1)(C)C)(C)C)C(C)=O)C)=O (1-methylethyl[(2S,4R)-1-acetyl-2-methyl-6-(4,4,5,5-tetramethyl-1,3,2-dioxaborolan-2-yl)-1,2,3,4-tetrahydro-4-quinolinyl]carbamate), Intermediate 52, CC=1NC=CN1 (2-methylimidazole). Reagents/catalysts: [Cu-]=O (copper(I) oxide), [Cu-]=O (copper(I) oxide). Solvent: CO (methanol). Run at time 24 hour. The product is CC(C)OC(N[C@@H]1C[C@@H](N(C2=CC=C(C=C12)N1C(=NC=C1)C)C(C)=O)C)=O (1-methylethyl[(2S,4R)-1-acetyl-2-methyl-6-(2-methyl-1H-imidazol-1-yl)-1,2,3,4-tetrahydro-4-quinolinyl]carbamate). Yield: 37.0%. As a reaction SMILES: [CH3:1][CH:2]([O:4][C:5](=[O:30])[NH:6][C@H:7]1[C:16]2[C:11](=[CH:12][CH:13]=[C:14](B3OC(C)(C)C(C)(C)O3)[CH:15]=2)[N:10]([C:26](=[O:28])[CH3:27])[C@@H:9]([CH3:29])[CH2:8]1)[CH3:3].[CH3:31][C:32]1[NH:33][CH:34]=[CH:35][N:36]=1>CO.[Cu-]=O>[CH3:3][CH:2]([O:4][C:5](=[O:30])[NH:6][C@H:7]1[C:16]2[C:11](=[CH:12][CH:13]=[C:14]([N:33]3[CH:34]=[CH:35][N:36]=[C:32]3[CH3:31])[CH:15]=2)[N:10]([C:26](=[O:28])[CH3:27])[C@@H:9]([CH3:29])[CH2:8]1)[CH3:1]. Reported procedure: A mixture of 1-methylethyl[(2S,4R)-1-acetyl-2-methyl-6-(4,4,5,5-tetramethyl-1,3,2-dioxaborolan-2-yl)-1,2,3,4-tetrahydro-4-quinolinyl]carbamate (for a preparation see Intermediate 52) (500 mg, 1.2 mmol), 2-methylimidazole (99 mg, 1.2 mmol) and copper(I) oxide (10 mg, 0.126 mmol) in methanol (10 mL) was stirred in air at room temperature for 24 h. A further portion of copper(I) oxide (10 mg, 0.126 mmol) was added and stirring was continued for 48 h. The reaction mixture was then filtered through c...